Task: describe an organic reaction: reactants, conditions, products, and yield. Dataset: the Open Reaction Database (ORD), a public repository of structured organic reaction records Starting materials: Cl, [Na+], C1CCOC1, [OH-], O, COC(=O)CC(C(=O)OC(C)(C)C)=C(O)C(=O)N(Cc1ccc2ccccc2c1)C(C)C(CC=Cc1nc2ccccc2o1)c1ccc2c(c1)OCO2. Product: CC(C(CC=Cc1nc2ccccc2o1)c1ccc2c(c1)OCO2)N(Cc1ccc2ccccc2c1)C(=O)C(O)=C(CC(=O)O)C(=O)OC(C)(C)C. RXN SMILES: [ClH:54].[Na+:62].[O:55]1[CH2:56][CH2:57][CH2:58][CH2:59]1.[OH-:61].[OH2:60].[o:1]1[c:2]([CH:10]=[CH:11][CH2:12][CH:13]([CH:14]([CH3:15])[N:16]([C:17](=[O:18])[C:19](=[C:20]([CH2:21][C:22](=[O:23])[O:24][CH3:25])[C:26](=[O:27])[O:28][C:29]([CH3:30])([CH3:31])[CH3:32])[OH:33])[CH2:34][c:35]2[cH:36][c:37]3[cH:38][cH:39][cH:40][cH:41][c:42]3[cH:43][cH:44]2)[c:45]2[cH:46][c:47]3[c:48]([cH:49][cH:50]2)[O:51][CH2:52][O:53]3)[n:3][c:4]2[c:5]1[cH:6][cH:7][cH:8][cH:9]2>>[o:1]1[c:2]([CH:10]=[CH:11][CH2:12][CH:13]([CH:14]([CH3:15])[N:16]([C:17](=[O:18])[C:19](=[C:20]([CH2:21][C:22](=[O:23])[OH:24])[C:26](=[O:27])[O:28][C:29]([CH3:30])([CH3:31])[CH3:32])[OH:33])[CH2:34][c:35]2[cH:36][c:37]3[cH:38][cH:39][cH:40][cH:41][c:42]3[cH:43][cH:44]2)[c:45]2[cH:46][c:47]3[c:48]([cH:49][cH:50]2)[O:51][CH2:52][O:53]3)[n:3][c:4]2[c:5]1[cH:6][cH:7][cH:8][cH:9]2. Starting materials: BrC1=NC=CC=C1 (2-Bromopyridine), N1(CCOCC1)C(=O)C1=CC=C2C=3C=C(C=C(C3NC2=C1)C(=O)N)B1OC(C(O1)(C)C)(C)C (7-(morpholine-4-carbonyl)-3-(4,4,5,5-tetramethyl-1,3,2-dioxaborolan-2-yl)-9H-carbazole-1-carboxamide), C(=O)([O-])[O-].[Na+].[Na+] (Na2CO3), C1(=CC=CC=C1)C (toluene). Reagents/catalysts: C=1C=CC(=CC1)[P](C=2C=CC=CC2)(C=3C=CC=CC3)[Pd]([P](C=4C=CC=CC4)(C=5C=CC=CC5)C=6C=CC=CC6)([P](C=7C=CC=CC7)(C=8C=CC=CC8)C=9C=CC=CC9)[P](C=1C=CC=CC1)(C=1C=CC=CC1)C=1C=CC=CC1 (Pd(Ph3P)4). The solvent is CO (MeOH). Run at temperature 100 celsius. Yields the product N1(CCOCC1)C(=O)C1=CC=C2C=3C=C(C=C(C3NC2=C1)C(=O)N)C1=NC=CC=C1 (7-(morpholine-4-carbonyl)-3-(pyridin-2-yl)-9H-carbazole-1-carboxamide). As a reaction SMILES: Br[C:2]1[CH:7]=[CH:6][CH:5]=[CH:4][N:3]=1.[N:8]1([C:14]([C:16]2[CH:28]=[C:27]3[C:19]([C:20]4[CH:21]=[C:22](B5OC(C)(C)C(C)(C)O5)[CH:23]=[C:24]([C:29]([NH2:31])=[O:30])[C:25]=4[NH:26]3)=[CH:18][CH:17]=2)=[O:15])[CH2:13][CH2:12][O:11][CH2:10][CH2:9]1.C([O-])([O-])=O.[Na+].[Na+].C1(C)C=CC=CC=1>C1C=CC([P]([Pd]([P](C2C=CC=CC=2)(C2C=CC=CC=2)C2C=CC=CC=2)([P](C2C=CC=CC=2)(C2C=CC=CC=2)C2C=CC=CC=2)[P](C2C=CC=CC=2)(C2C=CC=CC=2)C2C=CC=CC=2)(C2C=CC=CC=2)C2C=CC=CC=2)=CC=1.CO>[N:8]1([C:14]([C:16]2[CH:28]=[C:27]3[C:19]([C:20]4[CH:21]=[C:22]([C:2]5[CH:7]=[CH:6][CH:5]=[CH:4][N:3]=5)[CH:23]=[C:24]([C:29]([NH2:31])=[O:30])[C:25]=4[NH:26]3)=[CH:18][CH:17]=2)=[O:15])[CH2:13][CH2:12][O:11][CH2:10][CH2:9]1 |f:2.3.4,^1:57,59,78,97|. Reported procedure: 2-Bromopyridine (0.1 mL, 1.025 mmol), 7-(morpholine-4-carbonyl)-3-(4,4,5,5-tetramethyl-1,3,2-dioxaborolan-2-yl)-9H-carbazole-1-carboxamide 429A (140 mg, 0.125 mmol), Pd(Ph3P)4 (76 mg, 0.066 mmol) and Na2CO3 (2M) (0.8 mL, 1.600 mmol) were mixed with toluene (2 mL) and MeOH (1 mL) in a sealed microwave tube. The mixture was degassed and heated at 100° C. for 12 hrs. The mixture was concentrated and purified using preparative HPLC to give titled product. MS (ESI) m/z 401.16 (M+H)+. 1H NMR (DMSO-d6)... Starting materials: BrC1=C(C=C(C=C1OC)C=1SC=CC1)OC (2-(4-bromo-3,5-dimethoxyphenyl)thiophene), CON(C(C(C1=CC=C(C=C1)N1CCOCC1)OC)=O)C (N,2-dimethoxy-N-methyl-2-(4-morpholinophenyl)acetamide). Product: BrC1=C(C=C(C=C1OC)C1=CC=C(S1)C(C(C1=CC=C(C=C1)N1CCOCC1)OC)=O)OC (1-(5-(4-Bromo-3,5-dimethoxyphenyl)thiophen-2-yl)-2-methoxy-2-(4-morpholinophenyl)ethanone), product. Yield: 46.0%. RXN SMILES: [Br:1][C:2]1[C:7]([O:8][CH3:9])=[CH:6][C:5]([C:10]2[S:11][CH:12]=[CH:13][CH:14]=2)=[CH:4][C:3]=1[O:15][CH3:16].CON(C)[C:20](=[O:36])[CH:21]([O:34][CH3:35])[C:22]1[CH:27]=[CH:26][C:25]([N:28]2[CH2:33][CH2:32][O:31][CH2:30][CH2:29]2)=[CH:24][CH:23]=1>>[Br:1][C:2]1[C:7]([O:8][CH3:9])=[CH:6][C:5]([C:10]2[S:11][C:12]([C:20](=[O:36])[CH:21]([O:34][CH3:35])[C:22]3[CH:23]=[CH:24][C:25]([N:28]4[CH2:29][CH2:30][O:31][CH2:32][CH2:33]4)=[CH:26][CH:27]=3)=[CH:13][CH:14]=2)=[CH:4][C:3]=1[O:15][CH3:16]. Procedure: 1-(5-(4-Bromo-3,5-dimethoxyphenyl)thiophen-2-yl)-2-methoxy-2-(4-morpholinophenyl)ethanone was prepared from 2-(4-bromo-3,5-dimethoxyphenyl)thiophene and N,2-dimethoxy-N-methyl-2-(4-morpholinophenyl)acetamide according to the procedure used in Example 30. Purification by chromatography (40% EtOAc-hexanes) gave the product as a yellow solid (0.122 g, 46% yield). MS: m/z 532.4 [M+H]+. Reactants: BrC1=C2C(=NC=C1)N(C=C2C2=C(C=C1C=CN(C1=C2)CCO)F)C (2-(6-(4-bromo-1-methyl-1H-pyrrolo[2,3-b]pyridin-3-yl)-5-fluoro-1H-indol-1-yl)ethanol), C(#N)[BH3-].[Na+] (sodium cyanoborohydride). Solvent: C(C)(=O)O (acetic acid). Reaction conditions: time 1 hour. Product: BrC1=C2C(=NC=C1)N(C=C2C2=C(C=C1CCN(C1=C2)CCO)F)C (2-(6-(4-bromo-1-methyl-1H-pyrrolo[2,3-b]pyridin-3-yl)-5-fluoroindolin-1-yl)ethanol). Yield: 78.3%. Reaction SMILES: [Br:1][C:2]1[CH:7]=[CH:6][N:5]=[C:4]2[N:8]([CH3:24])[CH:9]=[C:10]([C:11]3[CH:19]=[C:18]4[C:14]([CH:15]=[CH:16][N:17]4[CH2:20][CH2:21][OH:22])=[CH:13][C:12]=3[F:23])[C:3]=12.C([BH3-])#N.[Na+]>C(O)(=O)C>[Br:1][C:2]1[CH:7]=[CH:6][N:5]=[C:4]2[N:8]([CH3:24])[CH:9]=[C:10]([C:11]3[CH:19]=[C:18]4[C:14]([CH2:15][CH2:16][N:17]4[CH2:20][CH2:21][OH:22])=[CH:13][C:12]=3[F:23])[C:3]=12 |f:1.2|. Procedure details: To a solution of 2-(6-(4-bromo-1-methyl-1H-pyrrolo[2,3-b]pyridin-3-yl)-5-fluoro-1H-indol-1-yl)ethanol (D40) (780 mg, 2.009 mmol) in 5 mL of acetic acid cooled in an ice bath was added sodium cyanoborohydride (189 mg, 3.01 mmol). The ice bath was removed and the reaction mixture was left to stir at RT for 1 hour. The reaction mixture was once again cooled in an ice bath then quenched and basified by the slow addition of 2N sodium carbonate aqueous solution. The aqueous layer was extracted with DC... Starting materials: COc1ccc(C(=O)Sc2ccc(C(=O)O)cc2)cc1C12CC3CC(CC(C3)C1)C2, C1CCC(NC2CCCCC2)CC1, ClCCl, O=S(Cl)Cl. As a reaction SMILES: [C:1]12([c:11]3[cH:12][c:13]([C:14](=[O:15])[S:16][c:17]4[cH:18][cH:19][c:20]([C:21](=[O:22])[OH:23])[cH:24][cH:25]4)[cH:26][cH:27][c:28]3[O:29][CH3:30])[CH2:2][CH:3]3[CH2:4][CH:5]([CH2:6][CH:7]([CH2:8]1)[CH2:9]3)[CH2:10]2.[CH:31]1([NH:32][CH:33]2[CH2:34][CH2:35][CH2:36][CH2:37][CH2:38]2)[CH2:39][CH2:40][CH2:41][CH2:42][CH2:43]1.[Cl:48][CH2:49][Cl:50].[S:44]([Cl:45])([Cl:46])=[O:47]>>[C:1]12([c:11]3[cH:12][c:13]([C:14](=[O:15])[S:16][c:17]4[cH:18][cH:19][c:20]([C:21](=[O:22])[OH:23])[cH:24][cH:25]4)[cH:26][cH:27][c:28]3[O:29][CH3:30])[CH2:2][CH:3]3[CH2:4][CH:5]([CH2:6][CH:7]([CH2:8]1)[CH2:9]3)[CH2:10]2.[Cl-:46]. Product: COc1ccc(C(=O)Sc2ccc(C(=O)O)cc2)cc1C12CC3CC(CC(C3)C1)C2, [Cl-]. Starting materials: CNC(=O)NC1CCCCC1 (N-methyl-N'-cyclohexyl urea), C1(=CC=CC=C1O)C (cresol), C(\C=C/C(=O)OC)(=O)OC (dimethyl maleate), CN1C(=O)N(C(=O)C1)C1CCCCC1 (1-methyl-3-cyclohexyl-hydantoin), C1(CCCCC1)N1C(=O)N(C(=O)C1)C (1-cyclohexyl-3-methylhydantoin). Conditions: time 1 hour. Yields the product CN1C(=O)N(C(=O)C1=C(C(=O)OC)C)C1(CCCCC1)C1CCCCC1 (1-methyl[cyclohexyl]-3-cyclohexyl[methyl]-5-(methoxy-carbonyl-methylene)-hydantoin). Reaction SMILES: CNC(N[CH:6]1[CH2:11][CH2:10][CH2:9][CH2:8][CH2:7]1)=O.C1(C)C(O)=CC=CC=1.C(OC)(=O)/[CH:21]=[CH:22]\[C:23]([O:25][CH3:26])=[O:24].[CH3:30][N:31]1[CH2:37][C:35](=[O:36])[N:34]([CH:38]2[CH2:43][CH2:42][CH2:41][CH2:40][CH2:39]2)[C:32]1=[O:33].C1(N2CC(=O)N(C)C2=O)CCCCC1>>[CH3:30][N:31]1[C:37](=[C:22]([CH3:21])[C:23]([O:25][CH3:26])=[O:24])[C:35](=[O:36])[N:34]([C:38]2([CH:6]3[CH2:7][CH2:8][CH2:9][CH2:10][CH2:11]3)[CH2:39][CH2:40][CH2:41][CH2:42][CH2:43]2)[C:32]1=[O:33]. Procedure: 78 g of N-methyl-N'-cyclohexyl urea, 220 g of cresol and 72 g of dimethyl maleate were stirred at 185° C for one hour and then at 200° C for one hour. 15 g of methanol distilled over during this time. After fractional distillation, a main fraction boiling at 180°-185° C/0.08 Torr could be isolated. It consisted of an isomeric mixture of 1-methyl-3-cyclohexyl-hydantoin and 1-cyclohexyl-3-methylhydantoin but its exact composition could not be determined by gas chromatography. Reactants: CC(=O)Nc1cc(NS(=O)(=O)CCl)c(Cl)cc1F, Cl, [Na+], [OH-]. Yields the product Nc1cc(NS(=O)(=O)CCl)c(Cl)cc1F. As a reaction SMILES: [Cl:1][c:2]1[cH:3][c:4]([F:18])[c:5]([NH:14][C:15](=[O:16])[CH3:17])[cH:6][c:7]1[NH:8][S:9](=[O:10])(=[O:11])[CH2:12][Cl:13].[ClH:21].[Na+:20].[OH-:19]>>[Cl:1][c:2]1[cH:3][c:4]([F:18])[c:5]([NH2:14])[cH:6][c:7]1[NH:8][S:9](=[O:10])(=[O:11])[CH2:12][Cl:13]. The reactants are FC=1C(=C(C(=O)O)C=CC1OC)O (3-fluoro-2-hydroxy-4-methoxybenzoic acid), C1CC(=O)N(C1=O)Br (NBS). Run in CN(C)C=O (DMF). Reaction conditions: temperature 25 celsius, time 2 hour. The product is BrC=1C(=C(C(=C(C(=O)O)C1)O)F)OC (5-bromo-3-fluoro-2-hydroxy-4-methoxybenzoic acid). Reaction SMILES: [F:1][C:2]1[C:3]([OH:13])=[C:4]([CH:8]=[CH:9][C:10]=1[O:11][CH3:12])[C:5]([OH:7])=[O:6].C1C(=O)N([Br:21])C(=O)C1>CN(C=O)C>[Br:21][C:9]1[C:10]([O:11][CH3:12])=[C:2]([F:1])[C:3]([OH:13])=[C:4]([CH:8]=1)[C:5]([OH:7])=[O:6]. Procedure details: To a solution of 3-fluoro-2-hydroxy-4-methoxybenzoic acid (7.30 g) in DMF (70.0 mL) was added NBS, and the mixture was stirred at 25° C. for 2 hr. The solvent was evaporated under reduced pressure, and the residue was diluted with ethyl acetate. The mixture was washed with water and saturated brine, and dried over anhydrous sodium sulfate, and the solvent was evaporated under reduced pressure to give the title compound (8.86 g).